This data is from the Open Reaction Database (ORD), a public repository of structured organic reaction records. The task is: describe an organic reaction: reactants, conditions, products, and yield Starting materials: C(C)OC(\C=C(/C1=CC=CC=C1)\C1=CC=C(C=C1)Br)=O ((E)-3-(4-bromo-phenyl)-3-phenyl-acrylic acid ethyl ester), CN(CC#C)C (dimethyl-prop-2-ynyl-amine), 60. The reagents and catalysts are [Pd](Cl)Cl.C1(=CC=CC=C1)P(C1=CC=CC=C1)C1=CC=CC=C1.C1(=CC=CC=C1)P(C1=CC=CC=C1)C1=CC=CC=C1 (bis(triphenylphosphine) palladium(II) chloride), [Cu]I (copper(I) iodide). The solvent is ClCCl (dichloromethane). Yields the product C(C)OC(\C=C(/C1=CC=CC=C1)\C1=CC=C(C=C1)C#CCN(C)C)=O ((E)-3-[4-(3-dimethylamino-prop-1-ynyl)-phenyl]-3-phenyl-acrylic acid ethyl ester). RXN SMILES: [CH2:1]([O:3][C:4](=[O:20])/[CH:5]=[C:6](/[C:13]1[CH:18]=[CH:17][C:16](Br)=[CH:15][CH:14]=1)\[C:7]1[CH:12]=[CH:11][CH:10]=[CH:9][CH:8]=1)[CH3:2].[CH3:21][N:22]([CH3:26])[CH2:23][C:24]#[CH:25]>[Pd](Cl)Cl.C1(P(C2C=CC=CC=2)C2C=CC=CC=2)C=CC=CC=1.C1(P(C2C=CC=CC=2)C2C=CC=CC=2)C=CC=CC=1.[Cu]I.ClCCl>[CH2:1]([O:3][C:4](=[O:20])/[CH:5]=[C:6](/[C:13]1[CH:18]=[CH:17][C:16]([C:25]#[C:24][CH2:23][N:22]([CH3:26])[CH3:21])=[CH:15][CH:14]=1)\[C:7]1[CH:12]=[CH:11][CH:10]=[CH:9][CH:8]=1)[CH3:2] |f:2.3.4|. Procedure: A solution of (E)-3-(4-bromo-phenyl)-3-phenyl-acrylic acid ethyl ester (0.728 g, 2.2 mmol), dimethyl-prop-2-ynyl-amine (0.56 ml, 6.58 mmol), bis(triphenylphosphine) palladium(II) chloride (0.061 g, 0.088 mmol), copper(I) iodide (1.25 mg, 0.0065 mmol) in dry triethyllamine (7 ml) were heated to 100° C. by microwave irradiation for 20 min. To the cooled reaction mixture was added dichloromethane (20 ml) and silica gel Fluka 60 (5 g) and the reaction mixture was evaporated in vacuo. The residue was... Run in CN(C)C=O (DMF). The reactants are ClCCCOC1=CC=C(C=C1)N1C=NC2=C1C=CC(=C2)C(=O)NCC=2C=NC=CC2 (1-[4-(3-Chloropropoxy)phenyl]-N-pyridin-3-ylmethyl-1H-benzimidazole-5-carboxamide), N1=C(C=CC=C1)O (2-pyridinol), C([O-])([O-])=O.[Cs+].[Cs+] (cesium carbonate), [I-].[Na+] (sodium iodide). Reaction SMILES: Cl[CH2:2][CH2:3][CH2:4][O:5][C:6]1[CH:11]=[CH:10][C:9]([N:12]2[C:16]3[CH:17]=[CH:18][C:19]([C:21]([NH:23][CH2:24][C:25]4[CH:26]=[N:27][CH:28]=[CH:29][CH:30]=4)=[O:22])=[CH:20][C:15]=3[N:14]=[CH:13]2)=[CH:8][CH:7]=1.[N:31]1[CH:36]=[CH:35][CH:34]=[CH:33][C:32]=1[OH:37].C(=O)([O-])[O-].[Cs+].[Cs+].[I-].[Na+]>CN(C=O)C>[N:27]1[CH:28]=[CH:29][CH:30]=[C:25]([CH2:24][NH:23][C:21]([C:19]2[CH:18]=[CH:17][C:16]3[N:12]([C:9]4[CH:10]=[CH:11][C:6]([O:5][CH2:4][CH2:3][CH2:2][O:37][C:32]5[CH:33]=[CH:34][CH:35]=[CH:36][N:31]=5)=[CH:7][CH:8]=4)[CH:13]=[N:14][C:15]=3[CH:20]=2)=[O:22])[CH:26]=1 |f:2.3.4,5.6|. Reported procedure: 1-[4-(3-Chloropropoxy)phenyl]-N-pyridin-3-ylmethyl-1H-benzimidazole-5-carboxamide (185 mg, 0.44 mmol), 2-pyridinol (42 mg, 0.44 mmol), cesium carbonate (156 mg, 0.48 mmol) and sodium iodide (72 mg, 0.48 mmol) were dissolved in DMF (4 mL) and the mixture heated at 80° C. under N2 for 16 h. After this time the reaction mixture was concentrated in vacuo and subjected to reverse-phase preparative HPLC purification to afford isolation of N-pyridin-3-ylmethyl-1-{4-[3-(pyridin-2-yloxy)propoxy]phenyl}-1... Run at temperature 80 celsius. The product is N1=CC(=CC=C1)CNC(=O)C1=CC2=C(N(C=N2)C2=CC=C(C=C2)OCCCOC2=NC=CC=C2)C=C1 (N-pyridin-3-ylmethyl-1-{4-[3-(pyridin-2-yloxy)propoxy]phenyl}-1H-benzimidazole-5-carboxamide). Procedure: A magnetically stirred solution of 4-hydroxypiperidine (70.3 g, 695 mmol) and N,N-diisopropylethylamine (105 mL, 600 mmol) in dichloromethane (1.0 L) was cooled to 10° C. under N2. A solution of isopropyl chloroformate (1.0 M in toluene, 580 mL, 580 mmol) was added dropwise over 2 h, maintaining a temperature of 10-15° C. The reaction mixture was stirred for an additional 2 h and then extracted with 1 N HCl (1.2 L). The organic extract was dried over MgSO4, and the solvent was removed under redu... The solvent is ClCCl (dichloromethane). Run at temperature 12.5 celsius, time 2 hour. Yields the product C(C)(C)OC(=O)N1CCC(CC1)O (4-Hydroxy-piperidine-1-carboxylic Acid Isopropyl Ester). Starting materials: OC1CCNCC1 (4-hydroxypiperidine), C(C)(C)N(C(C)C)CC (N,N-diisopropylethylamine), ClC(=O)OC(C)C (isopropyl chloroformate). Reaction SMILES: [OH:1][CH:2]1[CH2:7][CH2:6][NH:5][CH2:4][CH2:3]1.C(N(CC)C(C)C)(C)C.Cl[C:18]([O:20][CH:21]([CH3:23])[CH3:22])=[O:19]>ClCCl>[CH:21]([O:20][C:18]([N:5]1[CH2:6][CH2:7][CH:2]([OH:1])[CH2:3][CH2:4]1)=[O:19])([CH3:23])[CH3:22]. The yield is 83.2%.